This data is from the Open Reaction Database (ORD), a public repository of structured organic reaction records. The task is: describe an organic reaction: reactants, conditions, products, and yield Reactants: OO (hydrogen peroxide), FC1=CC=C2CCC(CC2=C1F)C1CCC(CC1)CCC (7,8-difluoro-2-(4-propylcyclohexyl)-1,2,3,4-tetrahydronaphthalene), [Li]CCCC (n-BuLi), B(OC)(OC)OC (trimethyl borate), Cl (hydrochloric acid). Run in O (Water), C(C)(=O)O (acetic acid), C1CCOC1 (THF). Reaction conditions: temperature 0 celsius, time 2 hour. Yields the product FC=1C(=CC=2CCC(CC2C1F)C1CCC(CC1)CCC)O (3,4-difluoro-6-(4-propylcyclohexyl)-5,6,7,8-tetrahydronaphthalen-2-ol). Reaction SMILES: [F:1][C:2]1[C:11]([F:12])=[C:10]2[C:5]([CH2:6][CH2:7][CH:8]([CH:13]3[CH2:18][CH2:17][CH:16]([CH2:19][CH2:20][CH3:21])[CH2:15][CH2:14]3)[CH2:9]2)=[CH:4][CH:3]=1.[Li]CCCC.B(OC)(OC)[O:28]C.OO.Cl>C1COCC1.O.C(O)(=O)C>[F:1][C:2]1[C:3]([OH:28])=[CH:4][C:5]2[CH2:6][CH2:7][CH:8]([CH:13]3[CH2:18][CH2:17][CH:16]([CH2:19][CH2:20][CH3:21])[CH2:15][CH2:14]3)[CH2:9][C:10]=2[C:11]=1[F:12]. Reported procedure: 77.0 g (about 0.26 mol) of crude 7,8-difluoro-2-(4-propylcyclohexyl)-1,2,3,4-tetrahydronaphthalene are initially introduced in 500 ml of THF, and 200.0 ml (0.32 mol) of n-BuLi (15% soln. in hexane) are added at −70° C. After 3 h at this temperature, 37.0 ml (0.33 mol) of trimethyl borate are added dropwise, the batch is warmed to 0° C., and 80 ml of dilute acetic acid (about 30%) are added. The mixture is warmed to 30° C., and 70 ml of hydrogen peroxide solution (35%) are carefully added. When t... Starting materials: ClCOC(C(C)NC(=O)OC(C)(C)C)=O (2-tert-Butoxycarbonylamino-propionic acid chloromethyl ester), C(C)N1C(NC(C(=C1C(=O)C=1C=C(C#N)C=C(C1)C)C(C)C)=O)=O (3-(3-ethyl-5-isopropyl-2,6-dioxo-1,2,3,6-tetrahydro-pyrimidine-4-carbonyl)-5-methyl-benzonitrile), C(=O)([O-])[O-].[K+].[K+] (K2CO3). Reagents/catalysts: [I-].C(CCC)[N+](CCCC)(CCCC)CCCC (tetrabutylammonium iodide). Run in CN(C)C=O (DMF). Conditions: time 48 hour. Yields the product C(#N)C=1C=C(C(=O)C=2N(C(N(C(C2C(C)C)=O)COC(C(C)NC(=O)OC(C)(C)C)=O)=O)CC)C=C(C1)C (2-tert-Butoxycarbonylamino-propionic acid 4-(3-cyano-5-methyl-benzoyl)-3-ethyl-5-isopropyl-2,6-dioxo-3,6-dihydro-2H-pyrimidin-1-ylmethyl ester). Yield: 71.4%. RXN SMILES: Cl[CH2:2][O:3][C:4](=[O:15])[CH:5]([NH:7][C:8]([O:10][C:11]([CH3:14])([CH3:13])[CH3:12])=[O:9])[CH3:6].[CH2:16]([N:18]1[C:23]([C:24]([C:26]2[CH:27]=[C:28]([CH:31]=[C:32]([CH3:34])[CH:33]=2)[C:29]#[N:30])=[O:25])=[C:22]([CH:35]([CH3:37])[CH3:36])[C:21](=[O:38])[NH:20][C:19]1=[O:39])[CH3:17].C([O-])([O-])=O.[K+].[K+]>CN(C=O)C.[I-].C([N+](CCCC)(CCCC)CCCC)CCC>[C:29]([C:28]1[CH:27]=[C:26]([CH:33]=[C:32]([CH3:34])[CH:31]=1)[C:24]([C:23]1[N:18]([CH2:16][CH3:17])[C:19](=[O:39])[N:20]([CH2:2][O:3][C:4](=[O:15])[CH:5]([NH:7][C:8]([O:10][C:11]([CH3:14])([CH3:13])[CH3:12])=[O:9])[CH3:6])[C:21](=[O:38])[C:22]=1[CH:35]([CH3:37])[CH3:36])=[O:25])#[N:30] |f:2.3.4,6.7|. Procedure details: To a solution of 2-tert-butoxycarbonylamino-propionic acid chloromethyl ester (4) (0.6207 g, 2.61 mmol) and 3-(3-ethyl-5-isopropyl-2,6-dioxo-1,2,3,6-tetrahydro-pyrimidine-4-carbonyl)-5-methyl-benzonitrile (0.780 g, 2.40 mmol) in DMF (10 mL) was added K2CO3 and tetrabutylammonium iodide (0.193 g, 0.522 mmol), and the reaction mixture stirred for 48 h. The reaction mixture was concentrated, diluted with ethyl acetate and washed with H2O (2×), brine, dried (MgSO4) and concentrated. The residue was ...